This data is from the Open Reaction Database (ORD), a public repository of structured organic reaction records. The task is: describe an organic reaction: reactants, conditions, products, and yield Starting materials: BrC1=C2C=CC=CC2=C(C=2C3=C(SC21)C=CC=C3)C3=CC(=C(C(=C3)Br)O[C@H](CC3=CC=CC=C3)CO)Br ((R)-6-bromo-1 1-[3,5-dibromo-4-(1-hydroxymethyl-2-phenyl-ethoxy)-phenyl]-benzo[b]naphtho[2,3-d]thiophene), CCOC(=O)/N=N/C(=O)OCC (Diethylazodicarboxylate), C1(=CC=CC=C1)P(C1=CC=CC=C1)C1=CC=CC=C1 (triphenylphosphine), [Br-].[Li+] (lithium bromide). The solvent is C1CCOC1 (THF), C1CCOC1 (THF). Conditions: time 20 minute. Product: BrC1=C2C=CC=CC2=C(C=2C3=C(SC21)C=CC=C3)C3=CC(=C(C(=C3)Br)O[C@H](CC3=CC=CC=C3)CBr)Br ((R)-6-Bromo-11-[3,5-dibromo-4-(1-bromomethyl-2-phenyl-ethoxy)-phenyl]-benzo[b]naphtho[2,3-d]thiophene). Isolated yield 73.0%. RXN SMILES: CCOC(/N=N/C(OCC)=O)=O.C1(P(C2C=CC=CC=2)C2C=CC=CC=2)C=CC=CC=1.[Br-:32].[Li+].[Br:34][C:35]1[C:47]2[S:46][C:45]3[CH:48]=[CH:49][CH:50]=[CH:51][C:44]=3[C:43]=2[C:42]([C:52]2[CH:57]=[C:56]([Br:58])[C:55]([O:59][C@@H:60]([CH2:68]O)[CH2:61][C:62]3[CH:67]=[CH:66][CH:65]=[CH:64][CH:63]=3)=[C:54]([Br:70])[CH:53]=2)=[C:41]2[C:36]=1[CH:37]=[CH:38][CH:39]=[CH:40]2>C1COCC1>[Br:34][C:35]1[C:47]2[S:46][C:45]3[CH:48]=[CH:49][CH:50]=[CH:51][C:44]=3[C:43]=2[C:42]([C:52]2[CH:53]=[C:54]([Br:70])[C:55]([O:59][C@@H:60]([CH2:68][Br:32])[CH2:61][C:62]3[CH:63]=[CH:64][CH:65]=[CH:66][CH:67]=3)=[C:56]([Br:58])[CH:57]=2)=[C:41]2[C:36]=1[CH:37]=[CH:38][CH:39]=[CH:40]2 |f:2.3|. Reported procedure: Diethylazodicarboxylate (0.151 mL, 0.96 mmol) was added dropwise to a 0° C., stirred solution of triphenylphosphine (0.257 g, 0.98 mmol) in THF (6 mL) under a dry nitrogen atmosphere. After 20 min., lithium bromide was added to a nearly colorless reation mixture, followed by adding a solution of (R)-6-bromo-1 1-[3,5-dibromo-4-(1-hydroxymethyl-2-phenyl-ethoxy)-phenyl]-benzo[b]naphtho[2,3-d]thiophene (0.273 g, 0.392 mmol) in THF (3 mL). After 1 h, the solution was allowed to warm to ambient temper... Starting materials: [BH4-], CCO, [Na+], CCOC(=O)C12CC1(C)CCC2=O, O. Product: CCOC(=O)C12CC1(C)CCC2O. RXN SMILES: [BH4-:1].[CH3:17][CH2:18][OH:19].[Na+:2].[O:3]=[C:4]1[C:5]2([C:11](=[O:12])[O:13][CH2:14][CH3:15])[CH2:6][C:7]2([CH3:10])[CH2:8][CH2:9]1.[OH2:16]>>[OH:3][CH:4]1[C:5]2([C:11](=[O:12])[O:13][CH2:14][CH3:15])[CH2:6][C:7]2([CH3:10])[CH2:8][CH2:9]1.